This data is from the Open Reaction Database (ORD), a public repository of structured organic reaction records. The task is: describe an organic reaction: reactants, conditions, products, and yield Reactants: [Al+3], N#Cc1ccc(OCc2ccccc2)s1, [F-], [H-], [H-], [H-], [H-], [Li+], [Na+], C1CCOC1. Yields the product NCc1ccc(OCc2ccccc2)s1. As a reaction SMILES: [Al+3:17].[CH2:1]([c:2]1[cH:3][cH:4][cH:5][cH:6][cH:7]1)[O:8][c:9]1[cH:10][cH:11][c:12]([C:14]#[N:15])[s:13]1.[F-:22].[H-:16].[H-:19].[H-:20].[H-:21].[Li+:18].[Na+:23].[O:24]1[CH2:25][CH2:26][CH2:27][CH2:28]1>>[CH2:1]([c:2]1[cH:3][cH:4][cH:5][cH:6][cH:7]1)[O:8][c:9]1[cH:10][cH:11][c:12]([CH2:14][NH2:15])[s:13]1. Starting materials: O (Water), OC=1C=C(C=O)C=CC1OC (3-hydroxy-4-methoxybenzaldehyde), C1(CCCC1)Br (cyclopentyl bromide), C([O-])([O-])=O.[K+].[K+] (potassium carbonate). Run in CN(C=O)C (N,N-dimethylformamide). Reaction conditions: time 3 day. The product is C1(CCCC1)OC=1C=C(C=O)C=CC1OC (3-Cyclopentyloxy-4-methoxybenzaldehyde). Yield: 82.8%. As a reaction SMILES: [OH:1][C:2]1[CH:3]=[C:4]([CH:7]=[CH:8][C:9]=1[O:10][CH3:11])[CH:5]=[O:6].[CH:12]1(Br)[CH2:16][CH2:15][CH2:14][CH2:13]1.C(=O)([O-])[O-].[K+].[K+].O>CN(C)C=O>[CH:12]1([O:1][C:2]2[CH:3]=[C:4]([CH:7]=[CH:8][C:9]=2[O:10][CH3:11])[CH:5]=[O:6])[CH2:16][CH2:15][CH2:14][CH2:13]1 |f:2.3.4|. Procedure details: A suspension of 3-hydroxy-4-methoxybenzaldehyde (30 g, 0.2 mol), cyclopentyl bromide (35.77 g, 0.24 mol) and potassium carbonate (38.6 g, 0.28 mol) in N,N-dimethylformamide (200 ml) was stirred vigorously for three days. Water (300 ml) was added and the mixture was extracted four times with ethyl acetate. The combined organic extract was washed three times with 10% aqueous sodium hydroxide solution, once with water, once with brine, dried (sodium sulfate) and evaporated to provide the title comp... Starting materials: C1(CCCCC1)P(C1=C(C=CC=C1)C1=C(C=C(C=C1C(C)C)C(C)C)C(C)C)C1CCCCC1 (2-(dicyclohexylphosphino)-2′,4′,6′-tri-iso-propyl-1,1′-biphenyl), C([O-])([O-])=O.[Cs+].[Cs+] (cesium carbonate), C(C)(C)(C)OC(NC1=C(C=C(C=C1CC)Br)CC)=O ((4-bromo-2,6-diethylphenyl)carbamic acid tert-butyl ester), ClC1=CC=C(C=C1)B(O)O (4-chlorophenylboronic acid). Reagents/catalysts: C(C)(=O)[O-].[Pd+2].C(C)(=O)[O-] (Palladium acetate). Run in O (water), CC(=O)C (acetone). The product is C(C)(C)(C)OC(NC1=C(C=C(C=C1CC)C1=CC=C(C=C1)Cl)CC)=O ((4′-chloro-3,5-diethylbiphen-4-yl)carbamic acid tert-butyl ester). Yield: 67.2%. As a reaction SMILES: C(=O)([O-])[O-].[Cs+].[Cs+].[C:7]([O:11][C:12](=[O:25])[NH:13][C:14]1[C:19]([CH2:20][CH3:21])=[CH:18][C:17](Br)=[CH:16][C:15]=1[CH2:23][CH3:24])([CH3:10])([CH3:9])[CH3:8].[Cl:26][C:27]1[CH:32]=[CH:31][C:30](B(O)O)=[CH:29][CH:28]=1.C1(P(C2CCCCC2)C2C=CC=CC=2C2C(C(C)C)=CC(C(C)C)=CC=2C(C)C)CCCCC1>O.CC(C)=O.C([O-])(=O)C.[Pd+2].C([O-])(=O)C>[C:7]([O:11][C:12](=[O:25])[NH:13][C:14]1[C:19]([CH2:20][CH3:21])=[CH:18][C:17]([C:30]2[CH:31]=[CH:32][C:27]([Cl:26])=[CH:28][CH:29]=2)=[CH:16][C:15]=1[CH2:23][CH3:24])([CH3:10])([CH3:9])[CH3:8] |f:0.1.2,8.9.10|. Reported procedure: A solution of cesium carbonate (89.12 g, 0.27 mol) in water (600 ml) is added to a degassed solution of (4-bromo-2,6-diethylphenyl)carbamic acid tert-butyl ester (30 g, 0.091 mol) and 4-chlorophenylboronic acid (21.54 g, 0.138 mol) in acetone (3 L), and the mixture is stirred at room temperature under an atmosphere of nitrogen. Palladium acetate (1.02 g, 0.004 mol) and 2-(dicyclohexylphosphino)-2′,4′,6′-tri-iso-propyl-1,1′-biphenyl (4.33 g, 0.009 mol) are added and the reaction mixture is stirre... The yield is 61.8%. The solvent is ClCCl (dichloromethane). Reported procedure: 5-Bromo-2-chloro-4-(5-(piperidin-1-ylmethyl)thiophen-2-yl)pyrimidine (0.3 g, 0.8 mmol), 1-(2-aminoethyl)imidazolidin-2-one (0.123 g, 0.96 mmol) and isopropyl alcohol were all placed in a microwave tube. The tube was capped and heated to 170° C. in a Personal Chemistry microwave for 10 min. The reaction then diluted with dichloromethane washed with water, saturated sodium bicarbonate, water and brine. The organic layer was dried with sodium sulfate and purified by flash chromatography using a gra... Yields the product BrC=1C(=NC(=NC1)NCCN1C(NCC1)=O)C=1SC(=CC1)CN1CCCCC1 (1-(2-(5-Bromo-4-(5-(piperidin-1-ylmethyl)thiophen-2-yl)pyrimidin-2-ylamino)ethyl)imidazolidin-2-one). As a reaction SMILES: [Br:1][C:2]1[C:3]([C:9]2[S:10][C:11]([CH2:14][N:15]3[CH2:20][CH2:19][CH2:18][CH2:17][CH2:16]3)=[CH:12][CH:13]=2)=[N:4][C:5](Cl)=[N:6][CH:7]=1.[NH2:21][CH2:22][CH2:23][N:24]1[CH2:28][CH2:27][NH:26][C:25]1=[O:29].C(O)(C)C>ClCCl>[Br:1][C:2]1[C:3]([C:9]2[S:10][C:11]([CH2:14][N:15]3[CH2:20][CH2:19][CH2:18][CH2:17][CH2:16]3)=[CH:12][CH:13]=2)=[N:4][C:5]([NH:21][CH2:22][CH2:23][N:24]2[CH2:28][CH2:27][NH:26][C:25]2=[O:29])=[N:6][CH:7]=1. Conditions: temperature 170 celsius. Starting materials: BrC=1C(=NC(=NC1)Cl)C=1SC(=CC1)CN1CCCCC1 (5-Bromo-2-chloro-4-(5-(piperidin-1-ylmethyl)thiophen-2-yl)pyrimidine), NCCN1C(NCC1)=O (1-(2-aminoethyl)imidazolidin-2-one), C(C)(C)O (isopropyl alcohol). The reactants are CC1=C2C(=NC=C1)NC(=N2)CCC (7-methyl-2-propyl-3H-imidazo[4,5-b]pyridine), [H-].[Na+] (sodium hydride), BrCC1=CC=C(C=C1)C1=C(C=CC=C1)[N+](=O)[O-] (4-bromomethyl-2'-nitrobiphenyl). Solvent: CN(C=O)C (dimethylformamide). Run at time 1 hour. The product is CC1=C2C(=NC=C1)N(C(=N2)CCC)CC2=CC=C(C=C2)C2=C(C=CC=C2)[N+](=O)[O-] (7-Methyl-3-[(2'-nitrobiphen-4-yl)methyl]-2-propyl-3H-imidazo[4,5-b]pyridine). Isolated yield 50.2%. As a reaction SMILES: [CH3:1][C:2]1[CH:7]=[CH:6][N:5]=[C:4]2[NH:8][C:9]([CH2:11][CH2:12][CH3:13])=[N:10][C:3]=12.[H-].[Na+].Br[CH2:17][C:18]1[CH:23]=[CH:22][C:21]([C:24]2[CH:29]=[CH:28][CH:27]=[CH:26][C:25]=2[N+:30]([O-:32])=[O:31])=[CH:20][CH:19]=1>CN(C)C=O>[CH3:1][C:2]1[CH:7]=[CH:6][N:5]=[C:4]2[N:8]([CH2:17][C:18]3[CH:19]=[CH:20][C:21]([C:24]4[CH:29]=[CH:28][CH:27]=[CH:26][C:25]=4[N+:30]([O-:32])=[O:31])=[CH:22][CH:23]=3)[C:9]([CH2:11][CH2:12][CH3:13])=[N:10][C:3]=12 |f:1.2|. Reported procedure: To a solution of 0.913 g (5.2 mmol) of 7-methyl-2-propyl-3H-imidazo[4,5-b]pyridine in 10 mL of anhydrous dimethylformamide was added 0.210 g (5.7 mmol) of a 60% mineral oil dispersion of sodium hydride. The reaction mixture was magnetically stirred under a nitrogen atmosphere for 2 hours, at which point 1.675 g (5.7 mmol) of 4-bromomethyl-2'-nitrobiphenyl was added as a solid. The reaction mixture was stirred an additional 1 hour at room temperature, then partitioned between ethyl acetate and wa... Reactants: N1C(CC2=CC=CC=C12)=O (oxindole), N1=C(C=CC=C1)C(=O)C1=NC=CC=C1 (di-2-pyridylketone), C(C)(=O)[O-].[NH4+] (ammonium acetate). Solvent: C(C)(=O)O (acetic acid). Reaction conditions: temperature 100 celsius. Yields the product N1=C(C=CC=C1)C(=C1C(NC2=CC=CC=C12)=O)C1=NC=CC=C1 (3-(di-2-pyridylmethylene)-oxindole). Isolated yield 78.8%. RXN SMILES: [NH:1]1[C:9]2[C:4](=[CH:5][CH:6]=[CH:7][CH:8]=2)[CH2:3][C:2]1=[O:10].[N:11]1[CH:16]=[CH:15][CH:14]=[CH:13][C:12]=1[C:17]([C:19]1[CH:24]=[CH:23][CH:22]=[CH:21][N:20]=1)=O.C([O-])(=O)C.[NH4+]>C(O)(=O)C>[N:11]1[CH:16]=[CH:15][CH:14]=[CH:13][C:12]=1[C:17]([C:19]1[CH:24]=[CH:23][CH:22]=[CH:21][N:20]=1)=[C:3]1[C:4]2[C:9](=[CH:8][CH:7]=[CH:6][CH:5]=2)[NH:1][C:2]1=[O:10] |f:2.3|. Reported procedure: To 50 ml of acetic acid were poured 4.2 g of 97% oxindole, 5.0 g of di-2-pyridylketone, and 20.9 g of ammonium acetate. The mixture was heated for 12 hours at 100° C. Thereafter, the solvent was evaporated, and the residue was extracted with ethyl acetate. The extract was washed with water, saturated sodium bicarbonate water, and saturated brine, and subsequently dried over sodium sulfate. The resultant crude product was purified by silica gel column chromatography (ethyl acetate), to thereby ob... Reactants: CC(O)c1ccc(Cl)c(Cl)c1, N#Cc1c(F)cccc1F, [H-], [Na+], CN(C)C=O, O. The product is CC(Oc1cccc(F)c1C#N)c1ccc(Cl)c(Cl)c1. Reaction SMILES: [Cl:4][c:5]1[cH:6][c:7]([CH:12]([CH3:13])[OH:14])[cH:8][cH:9][c:10]1[Cl:11].[F:15][c:16]1[c:17]([C:18]#[N:19])[c:20]([F:24])[cH:21][cH:22][cH:23]1.[H-:2].[Na+:3].[O:25]=[CH:26][N:27]([CH3:28])[CH3:29].[OH2:1]>>[Cl:4][c:5]1[cH:6][c:7]([CH:12]([CH3:13])[O:14][c:20]2[c:17]([C:18]#[N:19])[c:16]([F:15])[cH:23][cH:22][cH:21]2)[cH:8][cH:9][c:10]1[Cl:11]. Reported procedure: To a solution of N-{4-[1-(4-trifluoromethoxyphenyl)-1 H-[1 ,2,4]triazol-3-yl]-benzyl}O-((2S ,3R,4R,5S ,6S)-3 ,4 ,5-trimethoxy-6-methyl-tetrahydropyran-2-yl)-hydroxylamine. (3; 205 mg, 0.38 mmol) in tetrahydrofuran (THF; 10 mL) was added diisopropylethylamine (DIEA; 300 μL, 1.7 mmol) followed by methyl iodide (250 μL, 4.0 mmol). This solution was heated to reflux. After 1 h, due to apparent precipitation of quaternized DIEA, anhydrous potassium carbonate (K2CO3) was added to the mixture along wit... Conditions: time 1 hour. Yields the product CN(O[C@@H]1O[C@H]([C@@H]([C@H]([C@H]1OC)OC)OC)C)CC1=CC=C(C=C1)C1=NN(C=N1)C1=CC=C(C=C1)OC(F)(F)F (N-Methyl-N-{4-[1-(4-trifluoromethoxyphenyl)-1H-[1,2,4]triazol-3-yl]-benzyl}-O-((2S,3R,4R,5S6S)-3,4,5-trimethoxy-6-methyl-tetrahydro-pyran-2-yl)-hydroxylamine). As a reaction SMILES: [F:1][C:2]([F:38])([F:37])[O:3][C:4]1[CH:9]=[CH:8][C:7]([N:10]2[CH:14]=[N:13][C:12]([C:15]3[CH:36]=[CH:35][C:18]([CH2:19][NH:20][O:21][C@H:22]4[C@H:27]([O:28][CH3:29])[C@H:26]([O:30][CH3:31])[C@@H:25]([O:32][CH3:33])[C@H:24]([CH3:34])[O:23]4)=[CH:17][CH:16]=3)=[N:11]2)=[CH:6][CH:5]=1.[CH:39](N(C(C)C)CC)(C)C.CI>O1CCCC1.O>[CH3:39][N:20]([CH2:19][C:18]1[CH:35]=[CH:36][C:15]([C:12]2[N:13]=[CH:14][N:10]([C:7]3[CH:8]=[CH:9][C:4]([O:3][C:2]([F:1])([F:37])[F:38])=[CH:5][CH:6]=3)[N:11]=2)=[CH:16][CH:17]=1)[O:21][C@H:22]1[C@H:27]([O:28][CH3:29])[C@H:26]([O:30][CH3:31])[C@@H:25]([O:32][CH3:33])[C@H:24]([CH3:34])[O:23]1. Solvent: O1CCCC1 (tetrahydrofuran), O (H2O). Isolated yield 63.0%. Starting materials: C(C)(C)N(CC)C(C)C (diisopropylethylamine), FC(OC1=CC=C(C=C1)N1N=C(N=C1)C1=CC=C(CNO[C@@H]2O[C@H]([C@@H]([C@H]([C@H]2OC)OC)OC)C)C=C1)(F)F (N-{4-[1-(4-trifluoromethoxyphenyl)-1 H-[1 ,2,4]triazol-3-yl]-benzyl}O-((2S ,3R,4R,5S ,6S)-3 ,4 ,5-trimethoxy-6-methyl-tetrahydropyran-2-yl)-hydroxylamine), CI (methyl iodide), CI (methyl iodide). The reactants are B, C1CCOC1, Nc1cc(C(=O)O)cc([N+](=O)[O-])c1, C1CCOC1. The product is Nc1cc(CO)cc([N+](=O)[O-])c1. Reaction SMILES: [BH3:19].[CH2:20]1[O:21][CH2:22][CH2:23][CH2:24]1.[NH2:1][c:2]1[cH:3][c:4]([C:5](=[O:6])[OH:7])[cH:8][c:9]([N+:11](=[O:12])[O-:13])[cH:10]1.[O:14]1[CH2:15][CH2:16][CH2:17][CH2:18]1>>[NH2:1][c:2]1[cH:3][c:4]([CH2:5][OH:6])[cH:8][c:9]([N+:11](=[O:12])[O-:13])[cH:10]1. Reactants: C(=NC1CCCCC1)=NC1CCCCC1, CCOC(C)=O, ClCCl, COc1ccc(CSC(C)(C)C(O)(CO)c2ccc(F)cc2F)cc1, CC(C(=O)O)c1ccccc1. Yields the product COc1ccc(CSC(C)(C)C(O)(COC(=O)C(C)c2ccccc2)c2ccc(F)cc2F)cc1. RXN SMILES: [CH2:1]1[CH2:2][CH2:3][CH:4]([N:5]=[C:6]=[N:7][CH:8]2[CH2:9][CH2:10][CH2:11][CH2:12][CH2:13]2)[CH2:14][CH2:15]1.[CH3:52][CH2:53][O:54][C:55](=[O:56])[CH3:57].[Cl:58][CH2:59][Cl:60].[F:16][c:17]1[c:18]([C:24]([CH2:25][OH:26])([C:27]([CH3:28])([CH3:29])[S:30][CH2:31][c:32]2[cH:33][cH:34][c:35]([O:38][CH3:39])[cH:36][cH:37]2)[OH:40])[cH:19][cH:20][c:21]([F:23])[cH:22]1.[c:41]1([CH:47]([C:48](=[O:49])[OH:50])[CH3:51])[cH:42][cH:43][cH:44][cH:45][cH:46]1>>[F:16][c:17]1[c:18]([C:24]([CH2:25][O:26][C:48]([CH:47]([c:41]2[cH:42][cH:43][cH:44][cH:45][cH:46]2)[CH3:51])=[O:49])([C:27]([CH3:28])([CH3:29])[S:30][CH2:31][c:32]2[cH:33][cH:34][c:35]([O:38][CH3:39])[cH:36][cH:37]2)[OH:40])[cH:19][cH:20][c:21]([F:23])[cH:22]1.